Dataset: the Open Reaction Database (ORD), a public repository of structured organic reaction records. Task: describe an organic reaction: reactants, conditions, products, and yield As a reaction SMILES: [CH2:21]1[O:22][CH2:23][CH2:24][CH2:25]1.[CH3:1][O:2][C:3]([CH2:4][N:5]([CH2:6][CH:7]([CH3:8])[CH3:9])[C:10](=[O:11])[O:12][C:13]([CH3:14])([CH3:15])[CH3:16])=[O:17].[CH3:27][CH2:28][O:29][C:30](=[O:31])[CH3:32].[Li+:20].[OH-:19].[OH2:18].[OH2:26]>>[O:2]=[C:3]([CH2:4][N:5]([CH2:6][CH:7]([CH3:8])[CH3:9])[C:10](=[O:11])[O:12][C:13]([CH3:14])([CH3:15])[CH3:16])[OH:17]. Reactants: C1CCOC1, COC(=O)CN(CC(C)C)C(=O)OC(C)(C)C, CCOC(C)=O, [Li+], [OH-], O, O. The product is CC(C)CN(CC(=O)O)C(=O)OC(C)(C)C. The reactants are C(C1=CC=CC=C1)OC1=C(C(C(=O)OCC)=C(C=C1)C)C(=O)OCC (diethyl 3-benzyloxy-6-methylphthalate). Run in O (water), O (water), C(C)O (ethanol). Product: C(C1=CC=CC=C1)OC1=C(C(C(=O)O)=C(C=C1)C)C(=O)O (3-benzyloxy-6-methylphthalic acid). Reaction SMILES: [CH2:1]([O:8][C:9]1[CH:19]=[CH:18][C:17]([CH3:20])=[C:11]([C:12]([O:14]CC)=[O:13])[C:10]=1[C:21]([O:23]CC)=[O:22])[C:2]1[CH:7]=[CH:6][CH:5]=[CH:4][CH:3]=1>O.C(O)C>[CH2:1]([O:8][C:9]1[CH:19]=[CH:18][C:17]([CH3:20])=[C:11]([C:12]([OH:14])=[O:13])[C:10]=1[C:21]([OH:23])=[O:22])[C:2]1[CH:7]=[CH:6][CH:5]=[CH:4][CH:3]=1. Procedure: The crude ester is heated under reflux for 3 hours in 150 ml water and 100 ml 95% ethanol containing 20 g NaOH. The mixture is poured into water and the resulting solid removed by filtration, washed with water and air-dried to give 24.4 g crude 3-benzyloxy-6-methylphthalic acid. Starting materials: COC1=CC2=C(CC(NCC2)=O)C=C1OC (7,8-dimethoxy-2-oxo-1,3,4,5-tetrahydro-2H-3-benzazepine), COC1=CC=C(C=C1)CCN1CC(CCCC1)CCl (N-[2-(4-methoxy-phenyl)-ethyl]-3-chloromethylhexahydro-azepine). Yields the product Cl.COC1=CC=C(C=C1)CCN1CC(CCCC1)CN1CCC2=C(CC1=O)C=C(C(=C2)OC)OC (3-[(N-(2-(4-Methoxy-phenyl)-ethyl)-hexahydro-azepin-3-yl)methyl]-7,8-dimethoxy-2-oxo-1,3,4,5-tetrahydro-2H-3-benzazepinehydrochloride). Reaction SMILES: [CH3:1][O:2][C:3]1[C:14]([O:15][CH3:16])=[CH:13][C:6]2[CH2:7][C:8](=[O:12])[NH:9][CH2:10][CH2:11][C:5]=2[CH:4]=1.[CH3:17][O:18][C:19]1[CH:24]=[CH:23][C:22]([CH2:25][CH2:26][N:27]2[CH2:33][CH2:32][CH2:31][CH2:30][CH:29]([CH2:34][Cl:35])[CH2:28]2)=[CH:21][CH:20]=1>>[ClH:35].[CH3:17][O:18][C:19]1[CH:20]=[CH:21][C:22]([CH2:25][CH2:26][N:27]2[CH2:33][CH2:32][CH2:31][CH2:30][CH:29]([CH2:34][N:9]3[C:8](=[O:12])[CH2:7][C:6]4[CH:13]=[C:14]([O:15][CH3:16])[C:3]([O:2][CH3:1])=[CH:4][C:5]=4[CH2:11][CH2:10]3)[CH2:28]2)=[CH:23][CH:24]=1 |f:2.3|. Procedure: Prepared from 7,8-dimethoxy-2-oxo-1,3,4,5-tetrahydro-2H-3-benzazepine and N-[2-(4-methoxy-phenyl)-ethyl]-3-chloromethylhexahydro-azepine analogously to Example 2. The reactants are OO (hydrogen peroxide), C(C)(C)(C)C=1C=C(C(=C(C1)SC)OC)[N+](=O)[O-] (5-tert-butyl-2-methoxy-1-methylsulphanyl-3-nitro-benzene), C(C)(C)(C)C=1C=C(C(=C(N)C1)OC)[N+](=O)[O-] (5-tert-butyl-2-methoxy-3-nitro-aniline). Solvent: C(C(F)(F)F)(C(F)(F)F)O (1,1,1,3,3,3-hexafluoroisopropanol). Conditions: time 5 hour. Yields the product C(C)(C)(C)C=1C=C(C(=C(C1)S(=O)C)OC)[N+](=O)[O-] (5-tert-butyl-1-methanesulphinyl-2-methoxy-3-nitro-benzene). Reaction SMILES: OO.[C:3]([C:7]1[CH:8]=[C:9]([N+:17]([O-:19])=[O:18])[C:10]([O:15][CH3:16])=[C:11]([S:13][CH3:14])[CH:12]=1)([CH3:6])([CH3:5])[CH3:4].C(C1C=C([N+]([O-])=O)C([O:31]C)=C(C=1)N)(C)(C)C>C(O)(C(F)(F)F)C(F)(F)F>[C:3]([C:7]1[CH:8]=[C:9]([N+:17]([O-:19])=[O:18])[C:10]([O:15][CH3:16])=[C:11]([S:13]([CH3:14])=[O:31])[CH:12]=1)([CH3:6])([CH3:4])[CH3:5]. Reported procedure: At ambient temperature 1.1 ml of a 35% aqueous hydrogen peroxide solution are added to a solution of 500 mg 5-tert-butyl-2-methoxy-1-methylsulphanyl-3-nitro-benzene (may be obtained starting from 5-tert-butyl-2-methoxy-3-nitro-aniline analogously to the method described in Syn. Commun. 1984, 14, 215-8 or in Syn. Commun. 2001, 31, 1857-62) in 15 ml of 1,1,1,3,3,3-hexafluoroisopropanol. The solution is stirred for 5 h at ambient temperature and then quenched with 10% aqueous Na2S2O3 solution. The ... Reactants: O=C1N(C(C2=CC=CC=C12)=O)C(C(O)C1=CC=CC=C1)CC(C)C ((1RS,2SR)-2-(1,3-Dioxo-2-azaindane-2-yl)-4-methyl-1-phenylpentane-1-ol), O.NN (hydrazine hydrate), Cl (hydrochloric acid). Run in C(C)O (ethanol), C(C)O (ethanol). Conditions: time 30 minute. The product is NC(C(O)C1=CC=CC=C1)CC(C)C ((1RS,2SR)-2-amino-4-methyl-1-phenylpentane-1-ol). The yield is 90.5%. Reaction SMILES: O=C1C2C(=CC=CC=2)C(=O)[N:3]1[CH:12]([CH2:21][CH:22]([CH3:24])[CH3:23])[CH:13]([C:15]1[CH:20]=[CH:19][CH:18]=[CH:17][CH:16]=1)[OH:14].O.NN.Cl>C(O)C>[NH2:3][CH:12]([CH2:21][CH:22]([CH3:24])[CH3:23])[CH:13]([C:15]1[CH:20]=[CH:19][CH:18]=[CH:17][CH:16]=1)[OH:14] |f:1.2|. Procedure: (1RS,2SR)-2-(1,3-Dioxo-2-azaindane-2-yl)-4-methyl-1-phenylpentane-1-ol (80.0 g, 247 mmol) was dissolved with heating (50° C.) in ethanol (800 ml), followed by addition of a mixture of 85% hydrazine hydrate (19.0 ml) in ethanol (200 ml). The resulting mixture was heated under reflux for 3 hours and, after cooled, ice-cooled and added with 4N hydrochloric acid (700 ml). The mixture was stirred at room temperature for 30 minutes. Insoluble matter was removed by filtration through cellite and then w...